This data is from the Open Reaction Database (ORD), a public repository of structured organic reaction records. The task is: describe an organic reaction: reactants, conditions, products, and yield The reactants are N(=NC(=O)N1CCCCC1)C(=O)N1CCCCC1 (1,1'-(azodicarbonyl)dipiperidine), CC=1C=C(C=C(C1)O)OS(=O)(=O)C1=C(C=CC(=C1)[N+](=O)[O-])C (5-methyl-3-(2-methyl-5-nitrophenylsulfonyloxy)phenol), C(CCC)P(CCCC)CCCC (tri-n-butylphosphine), C(CCO)O (1,3-propanediol). Solvent: O1CCCC1 (tetrahydrofuran), CCCCCC (Hexane). Run at time 8 hour. Product: CC=1C=C(C=C(OCCCO)C1)OS(=O)(=O)C1=C(C=CC(=C1)[N+](=O)[O-])C (3-[5-Methyl-3-(2-methyl-5-nitrophenylsulfonyloxy)phenoxy]propanol). Yield: 48.2%. Reaction SMILES: [CH3:1][C:2]1[CH:3]=[C:4]([O:9][S:10]([C:13]2[CH:18]=[C:17]([N+:19]([O-:21])=[O:20])[CH:16]=[CH:15][C:14]=2[CH3:22])(=[O:12])=[O:11])[CH:5]=[C:6]([OH:8])[CH:7]=1.C(P(CCCC)CCCC)CCC.[CH2:36](O)[CH2:37][CH2:38][OH:39].N(C(N1CCCCC1)=O)=NC(N1CCCCC1)=O>O1CCCC1.CCCCCC>[CH3:1][C:2]1[CH:3]=[C:4]([O:9][S:10]([C:13]2[CH:18]=[C:17]([N+:19]([O-:21])=[O:20])[CH:16]=[CH:15][C:14]=2[CH3:22])(=[O:12])=[O:11])[CH:5]=[C:6]([CH:7]=1)[O:8][CH2:36][CH2:37][CH2:38][OH:39]. Procedure details: To a solution of 5-methyl-3-(2-methyl-5-nitrophenylsulfonyloxy)phenol (1.46 g, 5.0 mmol), as prepared in the preceding step, tri-n-butylphosphine (1.6 g, 8.0 mmol) and 1,3-propanediol (2.3 g, 30 mmol) in anhydrous tetrahydrofuran (50 mL) was added 1,1'-(azodicarbonyl)dipiperidine (2.0 g, 8.0 mmol). The mixture was stirred at ambient temperature overnight. Hexane (80 mL) was added to the mixture, and the precipitates were removed by filtration. The filtrate was evaporated in vacuo, and the residu... The reactants are CC(C)(C)OC(=O)N1CCOC(Cc2cccc(C=Cc3cccnc3)c2)C1, Cc1cc(CC2CN(Cc3ccccc3)CCO2)ccc1F, CC(Cl)OC(=O)Cl. Yields the product Cc1cc(CC2CNCCO2)ccc1F. Reaction SMILES: [C:23]([N:24]1[CH2:25][CH2:26][O:27][CH:28]([CH2:29][c:30]2[cH:31][cH:32][cH:33][c:34]([CH:35]=[CH:36][c:37]3[cH:38][n:39][cH:40][cH:41][cH:42]3)[cH:43]2)[CH2:44]1)([O:45][C:46]([CH3:47])([CH3:48])[CH3:49])=[O:50].[CH2:1]([c:2]1[cH:3][cH:4][cH:5][cH:6][cH:7]1)[N:8]1[CH2:9][CH:10]([CH2:14][c:15]2[cH:16][c:17]([CH3:22])[c:18]([F:21])[cH:19][cH:20]2)[O:11][CH2:12][CH2:13]1.[Cl:51][C:52]([O:53][CH:54]([Cl:55])[CH3:56])=[O:57]>>[NH:8]1[CH2:9][CH:10]([CH2:14][c:15]2[cH:16][c:17]([CH3:22])[c:18]([F:21])[cH:19][cH:20]2)[O:11][CH2:12][CH2:13]1. The reactants are B, [Cl-], [NH4+], [Na+], N#C[Na], [OH-], [OH-], c1ccc(B(c2ccccc2)c2ccccc2)cc1. Yields the product N, c1ccc(B(c2ccccc2)c2ccccc2)cc1. RXN SMILES: [BH3:25].[Cl-:26].[NH4+:27].[Na+:24].[Na:1][C:2]#[N:3].[OH-:23].[OH-:28].[c:4]1([B:10]([c:11]2[cH:12][cH:13][cH:14][cH:15][cH:16]2)[c:17]2[cH:18][cH:19][cH:20][cH:21][cH:22]2)[cH:5][cH:6][cH:7][cH:8][cH:9]1>>[NH3:3].[c:4]1([B:10]([c:11]2[cH:12][cH:13][cH:14][cH:15][cH:16]2)[c:17]2[cH:18][cH:19][cH:20][cH:21][cH:22]2)[cH:5][cH:6][cH:7][cH:8][cH:9]1. Starting materials: CN1CCC(O)(c2ccccc2)CC1, CS(C)=O, Clc1ccc2ccccc2n1, [H-], [Na+], O. Product: CN1CCC(Oc2ccc3ccccc3n2)(c2ccccc2)CC1. RXN SMILES: [CH3:1][N:2]1[CH2:3][CH2:4][C:5]([OH:8])([c:9]2[cH:10][cH:11][cH:12][cH:13][cH:14]2)[CH2:6][CH2:7]1.[CH3:29][S:30]([CH3:31])=[O:32].[Cl:17][c:18]1[n:19][c:20]2[cH:21][cH:22][cH:23][cH:24][c:25]2[cH:26][cH:27]1.[H-:15].[Na+:16].[OH2:28]>>[CH3:1][N:2]1[CH2:3][CH2:4][C:5]([O:8][c:18]2[n:19][c:20]3[cH:21][cH:22][cH:23][cH:24][c:25]3[cH:26][cH:27]2)([c:9]2[cH:10][cH:11][cH:12][cH:13][cH:14]2)[CH2:6][CH2:7]1. The reactants are [Si](C1=CC=CC=C1)(C1=CC=CC=C1)(C(C)(C)C)Cl (t-butyldiphenylsilyl chloride), N(=[N+]=[N-])[C@H]1[C@H](SC)O[C@@H]([C@@H]([C@@H]1OCC1=CC=C(C=C1)OC)O)CO (Methyl 2-azido-2-deoxy-3-O-(4-methoxybenzyl)-1-thio-β-D-galactopyranoside). Reagents/catalysts: CN(C1=CC=NC=C1)C (4-dimethylaminopyridine). Run in ClCCCl (1,2-dichloroethane), C(Cl)(Cl)Cl (CHCl3). Run at temperature 80 celsius, time 2 hour. The product is N(=[N+]=[N-])[C@H]1[C@H](SC)O[C@@H]([C@@H]([C@@H]1OCC1=CC=C(C=C1)OC)O)CO[Si](C1=CC=CC=C1)(C1=CC=CC=C1)C(C)(C)C (Methyl 2-azido-6-O-tert-butyldiphenylsilyl-2-deoxy-3-O-(4-methoxybenzyl)-1-thio-β-D-galactopyranoside). Yield: 66.4%. RXN SMILES: [Si:1](Cl)([C:14]([CH3:17])([CH3:16])[CH3:15])([C:8]1[CH:13]=[CH:12][CH:11]=[CH:10][CH:9]=1)[C:2]1[CH:7]=[CH:6][CH:5]=[CH:4][CH:3]=1.[N:19]([C@@H:22]1[C@@H:29]([O:30][CH2:31][C:32]2[CH:37]=[CH:36][C:35]([O:38][CH3:39])=[CH:34][CH:33]=2)[C@@H:28]([OH:40])[C@@H:27]([CH2:41][OH:42])[O:26][C@H:23]1[S:24][CH3:25])=[N+:20]=[N-:21]>CN(C)C1C=CN=CC=1.ClCCCl.C(Cl)(Cl)Cl>[N:19]([C@@H:22]1[C@@H:29]([O:30][CH2:31][C:32]2[CH:37]=[CH:36][C:35]([O:38][CH3:39])=[CH:34][CH:33]=2)[C@@H:28]([OH:40])[C@@H:27]([CH2:41][O:42][Si:1]([C:14]([CH3:17])([CH3:16])[CH3:15])([C:8]2[CH:13]=[CH:12][CH:11]=[CH:10][CH:9]=2)[C:2]2[CH:7]=[CH:6][CH:5]=[CH:4][CH:3]=2)[O:26][C@H:23]1[S:24][CH3:25])=[N+:20]=[N-:21]. Procedure: A mixture of t-butyldiphenylsilyl chloride (151 mg, 0.54 mmol), 4-dimethylaminopyridine (90 mg, 0.73 mmol) and methyl 2-azido-2-deoxy-3-O-(4-methoxybenzyl)-1-thio-β-D-galactopyranoside (15) (130 mg, 0.36 mmol) in dry 1,2-dichloroethane (8 mL) was stirred at 80° C. for 2 hours. The resulting clear solution was cooled to room temperature, diluted with CHCl3 (20 mL), washed with H2O (3×20 mL), brine solution (20 mL), dried over MgSO4 and evaporated. The residue was purified by chromatography using ... The reactants are C([O-])(O)=O.[Na+] (sodium bicarbonate), N1=C(C=CC=C1)C(=O)O (Picolinic acid), C(=O)(N1C=NC=C1)N1C=NC=C1 (1,1'-carbonyldiimidazole), FC=1C=C(N)C=C(C1)F (3,5-difluoroaniline). Solvent: CN(C=O)C (dimethylformamide). Reaction conditions: time 3 day. Yields the product FC=1C=C(C=C(C1)F)NC(=O)C1=NC=CC=C1 (N-(3,5-difluorophenyl)-2-pyridinecarboxamide). The yield is 69.1%. Reaction SMILES: [N:1]1[CH:6]=[CH:5][CH:4]=[CH:3][C:2]=1[C:7]([OH:9])=O.C(N1C=CN=C1)(N1C=CN=C1)=O.[F:22][C:23]1[CH:24]=[C:25]([CH:27]=[C:28]([F:30])[CH:29]=1)[NH2:26].C(=O)(O)[O-].[Na+]>CN(C)C=O>[F:22][C:23]1[CH:24]=[C:25]([NH:26][C:7]([C:2]2[CH:3]=[CH:4][CH:5]=[CH:6][N:1]=2)=[O:9])[CH:27]=[C:28]([F:30])[CH:29]=1 |f:3.4|. Reported procedure: Picolinic acid (13.0 g, 106 mmol) was added to a solution of 1,1'-carbonyldiimidazole (17.11 g, 106 mmol) in dry dimethylformamide (100 mL) and the reaction stirred for 1 hour, before introduction of 3,5-difluoroaniline (15.0 g, 116 mmol). After 3 days, the reaction mixture was poured into saturated sodium bicarbonate solution (1 L) and extracted with ether (2×500 mL). The organic layers were dried and concentrated to give a solid, which was recrystallized from a mixture of ether and petroleum e... Reactants: COC(=O)c1c(C)cccc1COc1cccc(COCc2ccccn2)c1, CS(C)=O. Yields the product Cc1cccc(COc2cccc(COCc3ccccn3)c2)c1C(=O)O. Reaction SMILES: [CH3:1][c:2]1[c:3]([C:4](=[O:5])[O:6][CH3:7])[c:8]([CH2:12][O:13][c:14]2[cH:15][c:16]([CH2:20][O:21][CH2:22][c:23]3[n:24][cH:25][cH:26][cH:27][cH:28]3)[cH:17][cH:18][cH:19]2)[cH:9][cH:10][cH:11]1.[CH3:29][S:30]([CH3:31])=[O:32]>>[CH3:1][c:2]1[c:3]([C:4](=[O:5])[OH:6])[c:8]([CH2:12][O:13][c:14]2[cH:15][c:16]([CH2:20][O:21][CH2:22][c:23]3[n:24][cH:25][cH:26][cH:27][cH:28]3)[cH:17][cH:18][cH:19]2)[cH:9][cH:10][cH:11]1.